Dataset: the Open Reaction Database (ORD), a public repository of structured organic reaction records. Task: describe an organic reaction: reactants, conditions, products, and yield Reactants: CC(=O)O[BH-](OC(C)=O)OC(C)=O, O=C([O-])O, CC(=O)O, ClC(Cl)Cl, [Cl-], ClCCl, NC1CCN(CCn2c(=O)ccc3cccnc32)CC1, [Na+], [Na+], [Na+], O=Cc1ccc2c(c1)NC(=O)CO2, O. The product is Cl, O=C1COc2ccc(CNC3CCN(CCn4c(=O)ccc5cccnc54)CC3)cc2N1. Reaction SMILES: [C:34]([O:35][BH-:36]([O:37][C:38](=[O:39])[CH3:40])[O:41][C:42](=[O:43])[CH3:44])(=[O:45])[CH3:46].[C:48](=[O:49])([O-:50])[OH:51].[CH3:63][C:64](=[O:65])[OH:66].[CH:58]([Cl:59])([Cl:60])[Cl:61].[Cl-:54].[Cl:55][CH2:56][Cl:57].[NH2:1][CH:2]1[CH2:3][CH2:4][N:5]([CH2:8][CH2:9][n:10]2[c:11](=[O:20])[cH:12][cH:13][c:14]3[cH:15][cH:16][cH:17][n:18][c:19]23)[CH2:6][CH2:7]1.[Na+:47].[Na+:52].[Na+:53].[O:21]=[C:22]1[CH2:23][O:24][c:25]2[c:26]([cH:28][c:29]([CH:32]=[O:33])[cH:30][cH:31]2)[NH:27]1.[OH2:62]>>[ClH:54].[NH:1]([CH:2]1[CH2:3][CH2:4][N:5]([CH2:8][CH2:9][n:10]2[c:11](=[O:20])[cH:12][cH:13][c:14]3[cH:15][cH:16][cH:17][n:18][c:19]23)[CH2:6][CH2:7]1)[CH2:32][c:29]1[cH:28][c:26]2[c:25]([cH:31][cH:30]1)[O:24][CH2:23][C:22](=[O:21])[NH:27]2.